This data is from the Open Reaction Database (ORD), a public repository of structured organic reaction records. The task is: describe an organic reaction: reactants, conditions, products, and yield Reactants: O=C([O-])[O-], CS(C)=O, Cc1cc(CCNc2ncnc3c(F)ccc(F)c23)ccc1O, Fc1cc(C(F)(F)F)ccn1, [K+], [K+], O. The product is Cc1cc(CCNc2ncnc3c(F)ccc(F)c23)ccc1Oc1cc(C(F)(F)F)ccn1. As a reaction SMILES: [C:35](=[O:36])([O-:37])[O-:38].[CH3:42][S:43]([CH3:44])=[O:45].[F:1][c:2]1[c:3]2[c:4]([NH:13][CH2:14][CH2:15][c:16]3[cH:17][c:18]([CH3:23])[c:19]([OH:22])[cH:20][cH:21]3)[n:5][cH:6][n:7][c:8]2[c:9]([F:12])[cH:10][cH:11]1.[F:24][c:25]1[n:26][cH:27][cH:28][c:29]([C:31]([F:32])([F:33])[F:34])[cH:30]1.[K+:39].[K+:40].[OH2:41]>>[F:1][c:2]1[c:3]2[c:4]([NH:13][CH2:14][CH2:15][c:16]3[cH:17][c:18]([CH3:23])[c:19]([O:22][c:25]4[n:26][cH:27][cH:28][c:29]([C:31]([F:32])([F:33])[F:34])[cH:30]4)[cH:20][cH:21]3)[n:5][cH:6][n:7][c:8]2[c:9]([F:12])[cH:10][cH:11]1. The reactants are NC[C@H]1N([C@H]2C[C@H]2C1)C(=O)C=1N=C(SC1C1=CC(=CC=C1)F)C ([(1S,3S,5S)-3-aminomethyl-2-aza-bicyclo[3.1.0]hex-2-yl]-[5-(3-fluoro-phenyl)-2-methyl-thiazol-4-yl]-methanone), FC=1C=CC=C2C=C(NC12)C(=O)O (7-fluoro-1H-indole-2-carboxylic acid). The product is FC=1C=C(C=CC1)C1=C(N=C(S1)C)C(=O)N1[C@H]2C[C@H]2C[C@H]1CNC(=O)C=1NC2=C(C=CC=C2C1)F (7-fluoro-1H-indole-2-carboxylic acid {(1S,3S,5S)-2-[5-(3-fluoro-phenyl)-2-methyl-thiazole-4-carbonyl]-2-aza-bicyclo[3.1.0]hex-3-ylmethyl}-amide). As a reaction SMILES: [NH2:1][CH2:2][C@@H:3]1[CH2:8][C@H:7]2[C@H:5]([CH2:6]2)[N:4]1[C:9]([C:11]1[N:12]=[C:13]([CH3:23])[S:14][C:15]=1[C:16]1[CH:21]=[CH:20][CH:19]=[C:18]([F:22])[CH:17]=1)=[O:10].[F:24][C:25]1[CH:26]=[CH:27][CH:28]=[C:29]2[C:33]=1[NH:32][C:31]([C:34](O)=[O:35])=[CH:30]2>>[F:22][C:18]1[CH:17]=[C:16]([C:15]2[S:14][C:13]([CH3:23])=[N:12][C:11]=2[C:9]([N:4]2[C@H:3]([CH2:2][NH:1][C:34]([C:31]3[NH:32][C:33]4[C:29]([CH:30]=3)=[CH:28][CH:27]=[CH:26][C:25]=4[F:24])=[O:35])[CH2:8][C@H:7]3[C@@H:5]2[CH2:6]3)=[O:10])[CH:21]=[CH:20][CH:19]=1. Procedure: prepared by reaction of [(1S,3S,5S)-3-aminomethyl-2-aza-bicyclo[3.1.0]hex-2-yl]-[5-(3-fluoro-phenyl)-2-methyl-thiazol-4-yl]-methanone with 7-fluoro-1H-indole-2-carboxylic acid. LC-MS (basic): tR=0.92 min; [M+H]+=493.1.